Dataset: the Open Reaction Database (ORD), a public repository of structured organic reaction records. Task: describe an organic reaction: reactants, conditions, products, and yield The reactants are COC(C1=CC(=CC(=C1)F)N)=O (3-amino-5-fluoro-benzoic acid methyl ester), BrC=1C=C(C=O)C=CC1 (3-bromo-benzaldehyde). Reagents/catalysts: C1(=CC=C(C=C1)S(=O)(=O)O)C (p-toluenesulfonic acid). Run in C1(=CC=CC=C1)C (toluene). The product is COC(C1=CC(=CC(=C1)F)N=CC1=CC(=CC=C1)Br)=O (3-[(3-bromo-benzylidene)-amino]-5-fluoro-benzoic acid methyl ester). Yield: 100.0%. Reaction SMILES: [CH3:1][O:2][C:3](=[O:12])[C:4]1[CH:9]=[C:8]([F:10])[CH:7]=[C:6]([NH2:11])[CH:5]=1.[Br:13][C:14]1[CH:15]=[C:16]([CH:19]=[CH:20][CH:21]=1)[CH:17]=O>C1(C)C=CC=CC=1.C1(C)C=CC(S(O)(=O)=O)=CC=1>[CH3:1][O:2][C:3](=[O:12])[C:4]1[CH:9]=[C:8]([F:10])[CH:7]=[C:6]([N:11]=[CH:17][C:16]2[CH:19]=[CH:20][CH:21]=[C:14]([Br:13])[CH:15]=2)[CH:5]=1. Procedure details: A mixture solution of 3-amino-5-fluoro-benzoic acid methyl ester (26 g, 153.8 mmol), 3-bromo-benzaldehyde (28.5 g, 153.8 mmol) and p-toluenesulfonic acid (590 mg, 3.2 mmol) in toluene (200 mL) was heated to reflux for 12 hours. Then the reaction mixture was cooled to room temperature. The solvent was removed in vacuo and the residue was washed with ether to afford 3-[(3-bromo-benzylidene)-amino]-5-fluoro-benzoic acid methyl ester (51.7 g, quant.) as a pale-white solid: MS calcd. for C15H11BrFlNO...